This data is from the Open Reaction Database (ORD), a public repository of structured organic reaction records. The task is: describe an organic reaction: reactants, conditions, products, and yield The reactants are CC(=O)O, CO, C=Cc1ccncc1, Nc1cc(C(=O)O)cc(S(N)(=O)=O)c1-c1ccccc1, O. Yields the product NS(=O)(=O)c1cc(C(=O)O)cc(NCCc2ccncc2)c1-c1ccccc1. As a reaction SMILES: [CH3:29][C:30](=[O:31])[OH:32].[CH3:33][OH:34].[CH:21](=[CH2:22])[c:23]1[cH:24][cH:25][n:26][cH:27][cH:28]1.[NH2:1][c:2]1[cH:3][c:4]([C:5](=[O:6])[OH:7])[cH:8][c:9]([S:17]([NH2:18])(=[O:19])=[O:20])[c:10]1-[c:11]1[cH:12][cH:13][cH:14][cH:15][cH:16]1.[OH2:35]>>[NH:1]([c:2]1[cH:3][c:4]([C:5](=[O:6])[OH:7])[cH:8][c:9]([S:17]([NH2:18])(=[O:19])=[O:20])[c:10]1-[c:11]1[cH:12][cH:13][cH:14][cH:15][cH:16]1)[CH2:22][CH2:21][c:23]1[cH:24][cH:25][n:26][cH:27][cH:28]1. Reactants: C(C1=CC=CC=C1)N1N=C(C=C1CCC=O)CCC (3-(1-benzyl-3-propyl-1H-pyrazol-5-yl)propanal), FC1=C(C=CC=C1)N1CCNCC1 (1-(2-fluorophenyl)piperazine), [BH-](OC(=O)C)(OC(=O)C)OC(=O)C.[Na+] (NaBH(OAc)3). Yields the product FC1=C(C=CC=C1)N1CCN(CC1)CCCC1=CC(=NN1CC1=CC=CC=C1)CCC (1-(2-fluorophenyl)-4-(3-(1-benzyl-3-propyl-1H-pyrazol-5-yl)propyl)piperazine). RXN SMILES: [CH2:1]([N:8]1[C:12]([CH2:13][CH2:14][CH:15]=O)=[CH:11][C:10]([CH2:17][CH2:18][CH3:19])=[N:9]1)[C:2]1[CH:7]=[CH:6][CH:5]=[CH:4][CH:3]=1.[F:20][C:21]1[CH:26]=[CH:25][CH:24]=[CH:23][C:22]=1[N:27]1[CH2:32][CH2:31][NH:30][CH2:29][CH2:28]1.[BH-](OC(C)=O)(OC(C)=O)OC(C)=O.[Na+]>>[F:20][C:21]1[CH:26]=[CH:25][CH:24]=[CH:23][C:22]=1[N:27]1[CH2:32][CH2:31][N:30]([CH2:15][CH2:14][CH2:13][C:12]2[N:8]([CH2:1][C:2]3[CH:7]=[CH:6][CH:5]=[CH:4][CH:3]=3)[N:9]=[C:10]([CH2:17][CH2:18][CH3:19])[CH:11]=2)[CH2:29][CH2:28]1 |f:2.3|. Procedure details: 86 mg (84.5%) of target compound was obtained by using a method same as in Example 1 by using 3-(1-benzyl-3-propyl-1H-pyrazol-5-yl)propanal (62 mg, 0.242 mmol), 1-(2-fluorophenyl)piperazine (76 mL, 0.484 mmol), and NaBH(OAc)3 (198 mg, 0.936 mmol). Product: C(#N)C=1C(=CC(=NC1)NC(=O)N1CCCC2=CC(=C(N=C12)C=O)CN1C(CN(CC1)C)=O)O[C@@H](COC)C ((R)-N-(5-cyano-4-((1-methoxypropan-2-yl)oxy)pyridin-2-yl)-7-formyl-6-((4-methyl-2-oxopiperazin-1-yl)methyl)-3,4-dihydro-1,8-naphthyridine-1(2H)-carboxamide). Reactants: C1(=CC=CC=C1)OC(NC1=NC=C(C(=C1)O[C@@H](COC)C)C#N)=O ((R)-phenyl(5-cyano-4-((1-methoxypropan-2-yl)oxy)pyridin-2-yl)carbamate), C(#N)C=1C=CC(=NC1)NC(=O)N1C2=C(CCCC1)C=CC(=N2)C(OC)OC (N-(5-cyanopyridin-2-yl)-2-(dimethoxymethyl)-7,8-dihydro-5H-pyrido[2,3-b]azepine-9(6H)-carboxamide), CN(C)C=O (DMF). Reaction SMILES: C1(O[C:8](=[O:24])[NH:9][C:10]2[CH:15]=[C:14]([O:16][C@H:17]([CH3:21])[CH2:18][O:19][CH3:20])[C:13]([C:22]#[N:23])=[CH:12][N:11]=2)C=CC=CC=1.C(C1C=CC(NC([N:36]2C[CH2:41][CH2:40][CH2:39][C:38]3[CH:43]=[CH:44][C:45]([CH:47]([O:50]C)OC)=[N:46][C:37]2=3)=O)=NC=1)#N.[CH3:52][N:53]([CH:55]=[O:56])[CH3:54]>>[C:22]([C:13]1[C:14]([O:16][C@H:17]([CH3:21])[CH2:18][O:19][CH3:20])=[CH:15][C:10]([NH:9][C:8]([N:36]2[C:37]3[C:38](=[CH:43][C:44]([CH2:52][N:53]4[CH2:54][CH2:54][N:53]([CH3:55])[CH2:52][C:55]4=[O:56])=[C:45]([CH:47]=[O:50])[N:46]=3)[CH2:39][CH2:40][CH2:41]2)=[O:24])=[N:11][CH:12]=1)#[N:23]. Reported procedure: From intermediates 145 and 81, coupled in an analogous manner to intermediate 236, but using DMF instead of THF, and deprotected in an analagous manner to Example 201. The title compound was obtained as an off-white solid.